This data is from the Open Reaction Database (ORD), a public repository of structured organic reaction records. The task is: describe an organic reaction: reactants, conditions, products, and yield The reactants are [Cl-].[Li+] (lithium chloride), C([O-])([O-])=O.[Na+].[Na+] (sodium carbonate), CN(C)C=O (DMF), ClC=1C=C(C(=NC1)N)I (5-chloro-3-iodopyridin-2-amine), C(C)[Si](C#CCCO)(CC)CC (4-(triethylsilyl)but-3-yn-1-ol). Reagents/catalysts: ClCCl.C1(=CC=CC=C1)P([C-]1C=CC=C1)C1=CC=CC=C1.[C-]1(C=CC=C1)P(C1=CC=CC=C1)C1=CC=CC=C1.[Fe+2] ((1,1′-bis(diphenylphosphino)ferrocene)-dichloromethane). Product: ClC=1C=C2C(=NC1)NC(=C2CCO)[Si](CC)(CC)CC (2-(5-chloro-2-(triethylsilyl)-1H-pyrrolo[2,3-b]pyridin-3-yl)ethanol), ClC=1C=C2C(=C(NC2=CC1Cl)[Si](CC)(CC)CC)CCO (2-(5,6-dichloro-2-(triethylsilyl)-1H-indol-3-yl)ethanol). Isolated yield 79.0%. As a reaction SMILES: [Cl:1][C:2]1[CH:3]=[C:4](I)[C:5]([NH2:8])=[N:6][CH:7]=1.[CH2:10]([Si:12]([CH2:20][CH3:21])([CH2:18][CH3:19])[C:13]#[C:14][CH2:15][CH2:16][OH:17])[CH3:11].[Cl-:22].[Li+].C(=O)([O-])[O-].[Na+].[Na+].C[N:31]([CH:33]=O)C>ClCCl.C1(P(C2C=CC=CC=2)[C-]2C=CC=C2)C=CC=CC=1.[C-]1(P(C2C=CC=CC=2)C2C=CC=CC=2)C=CC=C1.[Fe+2]>[Cl:1][C:2]1[CH:3]=[C:4]2[C:14]([CH2:15][CH2:16][OH:17])=[C:13]([Si:12]([CH2:20][CH3:21])([CH2:10][CH3:11])[CH2:18][CH3:19])[NH:8][C:5]2=[N:6][CH:7]=1.[Cl:22][C:3]1[CH:4]=[C:5]2[C:33](=[CH:7][C:2]=1[Cl:1])[NH:31][C:13]([Si:12]([CH2:10][CH3:11])([CH2:18][CH3:19])[CH2:20][CH3:21])=[C:14]2[CH2:15][CH2:16][OH:17] |f:2.3,4.5.6,8.9.10.11|. Procedure: 2-(5-chloro-2-(triethylsilyl)-1H-pyrrolo[2,3-b]pyridin-3-yl)ethanol was prepared according to method D Step II with 5-chloro-3-iodopyridin-2-amine (2 g; 7.86 mmol), 4-(triethylsilyl)but-3-yn-1-ol (4.35 g; 23.58 mmol); (1,1′-bis(diphenylphosphino)ferrocene)-dichloromethane (0.321 g; 0.393 mmol), lithium chloride (0.333 g; 7.86 mmol) and sodium carbonate (1.67 g; 15.72 mmol) in DMF (15 mL) for approximately 20 hours. The crude material was purified by flash chromatography on silica gel (eluent 2 t... The reactants are Cl, C1COCCO1, CC(OC(=O)c1ccccc1)C(C)OC(=O)C(Cc1ccc(O)c(O)c1)NC(=O)OC(C)(C)C. Product: Cl, CC(OC(=O)c1ccccc1)C(C)OC(=O)C(N)Cc1ccc(O)c(O)c1. RXN SMILES: [ClH:35].[O:36]1[CH2:37][CH2:38][O:39][CH2:40][CH2:41]1.[OH:1][c:2]1[cH:3][c:4]([CH2:9][CH:10]([C:11](=[O:12])[O:13][CH:14]([CH:15]([CH3:16])[O:17][C:18](=[O:19])[c:20]2[cH:21][cH:22][cH:23][cH:24][cH:25]2)[CH3:26])[NH:27][C:28]([O:29][C:30]([CH3:31])([CH3:32])[CH3:33])=[O:34])[cH:5][cH:6][c:7]1[OH:8]>>[ClH:35].[OH:1][c:2]1[cH:3][c:4]([CH2:9][CH:10]([C:11](=[O:12])[O:13][CH:14]([CH:15]([CH3:16])[O:17][C:18](=[O:19])[c:20]2[cH:21][cH:22][cH:23][cH:24][cH:25]2)[CH3:26])[NH2:27])[cH:5][cH:6][c:7]1[OH:8]. The reactants are BrC1=C(N)C(=CC(=C1)Br)Br (2,4,6-tribromoaniline), C1(\C=C/C(=O)O1)=O (maleic anhydride), [Sn](Cl)Cl (tin(II) chloride). Run at temperature 142 celsius, time 1.9 hour. Product: BrC1=C(C(=CC(=C1)Br)Br)N1C(C=CC1=O)=O (N-(2,4,6-tribromophenyl)maleimide). As a reaction SMILES: [Br:1][C:2]1[CH:8]=[C:7]([Br:9])[CH:6]=[C:5]([Br:10])[C:3]=1[NH2:4].[C:11]1(=O)[O:16][C:14](=[O:15])[CH:13]=[CH:12]1.[Sn](Cl)Cl>>[Br:1][C:2]1[CH:8]=[C:7]([Br:9])[CH:6]=[C:5]([Br:10])[C:3]=1[N:4]1[C:14](=[O:15])[CH:13]=[CH:12][C:11]1=[O:16]. Procedure: A mixture of 2,4,6-tribromoaniline (1.20g, 3.64 mmol), maleic anhydride (0.83g, 8.5 mmol) and tin(II) chloride (0.064g, 0.34 mmol) is heated to 142° C. with mixing and held at this temperature for 1.9 hours. The reaction mixture is cooled, extracted with xylene, filtered and the resulting filtrate water washed. Solvent removal yielded N-(2,4,6-tribromophenyl)maleimide. Analysis by High Pressure Liquid Chromatography (HPLC) showed conversion of 2,4,6-tribromoaniline to be 99.9% and selectivity to... The reactants are C(C=C)N=C=S (allyl isothiocyanate), C(C=C)N1C(=NN=C1S)O (4-Allyl-3-hydroxy-5-mercapto-1,2,4-triazole), BrC=1SC(=CN1)[N+](=O)[O-] (2-bromo-5-nitrothiazole). Yields the product C(C=C)N1C(=NN=C1SC=1SC(=CN1)[N+](=O)[O-])O (4-allyl-3-hydroxy-5-[(5-nitrothiazol-2-yl)mercapto]-1,2,4-triazole). As a reaction SMILES: C(N=C=S)C=C.[CH2:7]([N:10]1[C:14]([SH:15])=[N:13][N:12]=[C:11]1[OH:16])[CH:8]=[CH2:9].Br[C:18]1[S:19][C:20]([N+:23]([O-:25])=[O:24])=[CH:21][N:22]=1>>[CH2:7]([N:10]1[C:14]([S:15][C:18]2[S:19][C:20]([N+:23]([O-:25])=[O:24])=[CH:21][N:22]=2)=[N:13][N:12]=[C:11]1[OH:16])[CH:8]=[CH2:9]. Procedure: The title compound was prepared in a similar manner described in Example 6 starting with allyl isothiocyanate. 4-Allyl-3-hydroxy-5-mercapto-1,2,4-triazole was reacted with 2-bromo-5-nitrothiazole as in Example 6. Crystallization from ethanol and water gave 4-allyl-3-hydroxy-5-[(5-nitrothiazol-2-yl)mercapto]-1,2,4-triazole as a yellow solid. Reactants: C(C)(=O)C=1OC2=C(C1)C=CC=C2OC (2-Acetyl-7-methoxybenzofuran), ClS(=O)(=O)O (chlorosulfonic acid). Conditions: time 1 hour. Yields the product C(C)(=O)C=1OC2=C(C1)C(=CC=C2OC)S(=O)(=O)Cl (2-acetyl-4-chlorosulfonyl-7-methoxybenzofuran). Yield: 76.4%. Reaction SMILES: [C:1]([C:4]1[O:5][C:6]2[C:12]([O:13][CH3:14])=[CH:11][CH:10]=[CH:9][C:7]=2[CH:8]=1)(=[O:3])[CH3:2].[Cl:15][S:16](O)(=[O:18])=[O:17]>>[C:1]([C:4]1[O:5][C:6]2[C:12]([O:13][CH3:14])=[CH:11][CH:10]=[C:9]([S:16]([Cl:15])(=[O:18])=[O:17])[C:7]=2[CH:8]=1)(=[O:3])[CH3:2]. Procedure: 2-Acetyl-7-methoxybenzofuran (5 g) (0.0263 mole) was added to chlorosulfonic acid (18.4 g) (0.158 mole) at -15° C. in portionwise (each 0.5 g) for 30 min. After stirring the reaction mixture at -10° to -5° C. for 1 hour, the resultant was gradually added dropwise to ice. The solution was extracted with ethyl acetate, washed with water and dried, followed by distilling away ethyl acetate under reduced pressure to give 5.8 g of crude 2-acetyl-4-chlorosulfonyl-7-methoxybenzofuran. Starting materials: O=c1oc2cc(Br)cnc2n1Cc1ccccc1, Cn1c(=O)oc2cc(Br)cnc21, C=C(OCC)[Sn](C)(C)C. Product: CC(=O)c1cnc2c(c1)oc(=O)n2Cc1ccccc1. RXN SMILES: [Br:10][c:11]1[cH:12][c:13]2[c:14]([n:15][cH:16]1)[n:17]([CH2:21][c:22]1[cH:23][cH:24][cH:25][cH:26][cH:27]1)[c:18](=[O:20])[o:19]2.[Br:28][c:29]1[cH:30][c:31]2[o:32][c:33](=[O:34])[n:35]([CH3:36])[c:37]2[n:38][cH:39]1.[CH2:1]([CH3:2])[O:3][C:4]([Sn:5]([CH3:6])([CH3:7])[CH3:8])=[CH2:9]>>[C:1]([CH3:2])(=[O:3])[c:11]1[cH:12][c:13]2[c:14]([n:15][cH:16]1)[n:17]([CH2:21][c:22]1[cH:23][cH:24][cH:25][cH:26][cH:27]1)[c:18](=[O:20])[o:19]2. Starting materials: C(C1=CC=CC=C1)=O (benzaldehyde), N=1SN=C2C1C=CC(=C2)C(C(=O)OCC)CC(=O)C2=CC=C(C=C2)OC (ethyl 2-(2,1,3-benzothiadiazol-5-yl)-4-(4-methoxyphenyl)-4-oxo-butanoate), ethyl 2-(2,1,3-benzothiadiazol-5-yl) acetate, 2'-bromo-4-methoxyacetophenone, C([O-])([O-])=O.[K+].[K+] (potassium carbonate), ethyl 2-(2,1,3-benzothiadiazol-5-yl) acetate, ethyl 3,4-diaminophenyl acetate, S(=O)=NC1=CC=CC=C1 (thionylaniline), [Na] (sodium). Solvent: C(C)(=O)O (acetic acid), CC(=O)C (acetone), C1(=CC=CC=C1)C (toluene), CO (methanol). The product is N=1SN=C2C1C=CC(=C2)C=2C(OC(C2CC2=CC=CC=C2)(C2=CC=C(C=C2)OC)O)=O (3-(2,1,3-Benzothiadiazol-5-yl)-4-benzyl-5-hydroxy-5-(4-methoxy-phenyl)-5H-furan-2-one). RXN SMILES: [CH:1](=O)[C:2]1[CH:7]=[CH:6][CH:5]=[CH:4][CH:3]=1.[N:9]1[S:10][N:11]=[C:12]2[CH:17]=[C:16]([CH:18]([CH2:24][C:25]([C:27]3[CH:32]=[CH:31][C:30]([O:33][CH3:34])=[CH:29][CH:28]=3)=[O:26])[C:19]([O:21]CC)=[O:20])[CH:15]=[CH:14][C:13]=12.C(=O)([O-])[O-].[K+].[K+].S(=NC1C=CC=CC=1)=O.[Na]>CC(C)=O.C1(C)C=CC=CC=1.CO.C(O)(=O)C>[N:9]1[S:10][N:11]=[C:12]2[CH:17]=[C:16]([C:18]3[C:19](=[O:21])[O:20][C:25]([OH:26])([C:27]4[CH:28]=[CH:29][C:30]([O:33][CH3:34])=[CH:31][CH:32]=4)[C:24]=3[CH2:1][C:2]3[CH:7]=[CH:6][CH:5]=[CH:4][CH:3]=3)[CH:15]=[CH:14][C:13]=12 |f:2.3.4,^1:49|. Reported procedure: 0.38 g of benzaldehyde and 120 g of ethyl 2-(2,1,3-benzothiadiazol-5-yl)-4-(4-methoxyphenyl)-4-oxo-butanoate ("A"), m.p. 89°, (obtainable by reaction of 5.5 g of ethyl 2-(2,1,3-benzothiadiazol-5-yl) acetate with 5.5 g of 2'-bromo-4-methoxyacetophenone and 4 g of potassium carbonate in 200 ml of acetone, 18 hours under reflux; ethyl 2-(2,1,3-benzothiadiazol-5-yl) acetate, m.p. 40-41°, is obtained by reaction of 24.3 g of ethyl 3,4-diaminophenyl acetate and 26.9 ml of thionylaniline in 80 ml of to...